From a dataset of the Open Reaction Database (ORD), a public repository of structured organic reaction records. describe an organic reaction: reactants, conditions, products, and yield The reactants are [Cl-], C[N+](C)=C(Cl)Cl, ClCCl, CCc1nsc(N)c1C#N. Yields the product CCc1nsc(N=C(Cl)N(C)C)c1C#N. Reaction SMILES: [Cl-:11].[Cl:12][C:13](=[N+:14]([CH3:15])[CH3:16])[Cl:17].[Cl:18][CH2:19][Cl:20].[NH2:1][c:2]1[c:3]([C:9]#[N:10])[c:4]([CH2:7][CH3:8])[n:5][s:6]1>>[N:1]([c:2]1[c:3]([C:9]#[N:10])[c:4]([CH2:7][CH3:8])[n:5][s:6]1)=[C:13]([Cl:12])[N:14]([CH3:15])[CH3:16]. Starting materials: COc1ccc(CSC2CC(C(=O)N3CC(n4cncn4)C3)N(C(=O)OCc3ccc([N+](=O)[O-])cc3)C2)cc1, COc1ccccc1, O=C(O)C(F)(F)F, O=S(=O)(O)C(F)(F)F. Product: O=C(C1CC(S)CN1C(=O)OCc1ccc([N+](=O)[O-])cc1)N1CC(n2cncn2)C1. Reaction SMILES: [CH3:1][O:2][c:3]1[cH:4][cH:5][c:6]([CH2:7][S:8][CH:9]2[CH2:10][CH:11]([C:27](=[O:28])[N:29]3[CH2:30][CH:31]([n:33]4[n:34][cH:35][n:36][cH:37]4)[CH2:32]3)[N:12]([C:14](=[O:15])[O:16][CH2:17][c:18]3[cH:19][cH:20][c:21]([N+:24](=[O:25])[O-:26])[cH:22][cH:23]3)[CH2:13]2)[cH:38][cH:39]1.[CH3:55][O:56][c:57]1[cH:58][cH:59][cH:60][cH:61][cH:62]1.[OH:40][C:41]([C:42]([F:43])([F:44])[F:45])=[O:46].[OH:47][S:48]([C:49]([F:50])([F:51])[F:52])(=[O:53])=[O:54]>>[SH:8][CH:9]1[CH2:10][CH:11]([C:27](=[O:28])[N:29]2[CH2:30][CH:31]([n:33]3[n:34][cH:35][n:36][cH:37]3)[CH2:32]2)[N:12]([C:14](=[O:15])[O:16][CH2:17][c:18]2[cH:19][cH:20][c:21]([N+:24](=[O:25])[O-:26])[cH:22][cH:23]2)[CH2:13]1.